This data is from the Open Reaction Database (ORD), a public repository of structured organic reaction records. The task is: describe an organic reaction: reactants, conditions, products, and yield The reactants are C1CCOC1, Cn1cncc1C(O)(c1ccc(Cl)cc1)c1ccc2nc(N)cc(-c3cccc(Cl)c3)c2c1, O=C(Cl)c1ccco1. The product is Cn1cncc1C(O)(c1ccc(Cl)cc1)c1ccc2nc(NC(=O)c3ccco3)cc(-c3cccc(Cl)c3)c2c1. RXN SMILES: [CH2:42]1[O:43][CH2:44][CH2:45][CH2:46]1.[NH2:1][c:2]1[n:3][c:4]2[cH:5][cH:6][c:7]([C:19]([OH:20])([c:21]3[cH:22][n:23][cH:24][n:25]3[CH3:26])[c:27]3[cH:28][cH:29][c:30]([Cl:33])[cH:31][cH:32]3)[cH:8][c:9]2[c:10](-[c:12]2[cH:13][c:14]([Cl:18])[cH:15][cH:16][cH:17]2)[cH:11]1.[o:34]1[c:35]([C:39](=[O:40])[Cl:41])[cH:36][cH:37][cH:38]1>>[NH:1]([c:2]1[n:3][c:4]2[cH:5][cH:6][c:7]([C:19]([OH:20])([c:21]3[cH:22][n:23][cH:24][n:25]3[CH3:26])[c:27]3[cH:28][cH:29][c:30]([Cl:33])[cH:31][cH:32]3)[cH:8][c:9]2[c:10](-[c:12]2[cH:13][c:14]([Cl:18])[cH:15][cH:16][cH:17]2)[cH:11]1)[C:39]([c:35]1[o:34][cH:38][cH:37][cH:36]1)=[O:40]. The reactants are CC(=O)O, [Fe], CCCCOC(=O)C(C)Oc1ccc(C(F)(F)F)cc1[N+](=O)[O-]. Product: CC1Oc2ccc(C(F)(F)F)cc2NC1=O. As a reaction SMILES: [CH3:24][C:25](=[O:26])[OH:27].[Fe:28].[N+:1]([c:4]1[c:5]([O:6][CH:7]([C:8]([O:2][CH2:3][CH2:10][CH2:11][CH3:12])=[O:9])[CH3:15])[cH:16][cH:17][c:18]([C:20]([F:21])([F:22])[F:23])[cH:19]1)([O-:13])=[O:14]>>[NH:1]1[c:4]2[c:5]([cH:16][cH:17][c:18]([C:20]([F:21])([F:22])[F:23])[cH:19]2)[O:6][CH:7]([CH3:15])[C:8]1=[O:9]. Procedure: 2-(5,6-Dimethoxy-benzoimidazol-1-yl)-4-phenyl-thiazole-5-carboxylic acid amide was prepared from 2-(5,6-Dimethoxy-benzoimidazol-1-yl)-4-phenyl-thiazole-5-carboxylic acid ethyl ester (80 mg, 0.20 mmol) and ammonia in ethanol (29 molar) as described above in the general amide formation procedure. The product was isolated by preparative HPCL: 7.7 mg, 36% yield. 1H-NMR (DMSO-D6) 8.78 (s, 1H); 7.80-7.90 (m, 4H); 7.789s, 1H); 7.40-7.55 (m, 3H); 7.38 (s, 1H); 3.84 (s, 3H); 3.83 (s, 3H). MS M/z 381 (M+1... RXN SMILES: C([O:3][C:4]([C:6]1[S:10][C:9]([N:11]2[C:15]3[CH:16]=[C:17]([O:22][CH3:23])[C:18]([O:20][CH3:21])=[CH:19][C:14]=3[N:13]=[CH:12]2)=[N:8][C:7]=1[C:24]1[CH:29]=[CH:28][CH:27]=[CH:26][CH:25]=1)=O)C.[NH3:30]>C(O)C>[CH3:21][O:20][C:18]1[C:17]([O:22][CH3:23])=[CH:16][C:15]2[N:11]([C:9]3[S:10][C:6]([C:4]([NH2:30])=[O:3])=[C:7]([C:24]4[CH:29]=[CH:28][CH:27]=[CH:26][CH:25]=4)[N:8]=3)[CH:12]=[N:13][C:14]=2[CH:19]=1. Product: COC1=CC2=C(N(C=N2)C=2SC(=C(N2)C2=CC=CC=C2)C(=O)N)C=C1OC (2-(5,6-Dimethoxy-benzoimidazol-1-yl)-4-phenyl-thiazole-5-carboxylic acid amide). Run in C(C)O (ethanol). The yield is 36.0%. Reactants: C(C)OC(=O)C1=C(N=C(S1)N1C=NC2=C1C=C(C(=C2)OC)OC)C2=CC=CC=C2 (2-(5,6-Dimethoxy-benzoimidazol-1-yl)-4-phenyl-thiazole-5-carboxylic acid ethyl ester), N (ammonia), 789s, amide. The product is CCOC(=O)COc1cc(OC)c(Cl)cc1C(O)c1ccccc1. Reaction SMILES: [Br:25][CH2:26][C:27](=[O:28])[O:29][CH2:30][CH3:31].[C:19](=[O:20])([O-:21])[O-:22].[CH3:32][C:33]#[N:34].[Cl:1][c:2]1[cH:3][c:4]([CH:11]([c:12]2[cH:13][cH:14][cH:15][cH:16][cH:17]2)[OH:18])[c:5]([OH:10])[cH:6][c:7]1[O:8][CH3:9].[Cs+:23].[Cs+:24]>>[Cl:1][c:2]1[cH:3][c:4]([CH:11]([c:12]2[cH:13][cH:14][cH:15][cH:16][cH:17]2)[OH:18])[c:5]([O:10][CH2:26][C:27](=[O:28])[O:29][CH2:30][CH3:31])[cH:6][c:7]1[O:8][CH3:9]. The reactants are CCOC(=O)CBr, O=C([O-])[O-], CC#N, COc1cc(O)c(C(O)c2ccccc2)cc1Cl, [Cs+], [Cs+]. The reactants are C(C1=CC=CC=C1)NC=1C(=CC=CC1)N (N1-benzylbenzene-1,2-diamine), ClCC(=O)O (2-chloroacetic acid). The product is C(C1=CC=CC=C1)N1C(=NC2=C1C=CC=C2)CCl (1-benzyl-2-(chloromethyl)-1H-benzo[d]imidazole). Yield: 61.7%. RXN SMILES: [CH2:1]([NH:8][C:9]1[C:10]([NH2:15])=[CH:11][CH:12]=[CH:13][CH:14]=1)[C:2]1[CH:7]=[CH:6][CH:5]=[CH:4][CH:3]=1.[Cl:16][CH2:17][C:18](O)=O>>[CH2:1]([N:8]1[C:9]2[CH:14]=[CH:13][CH:12]=[CH:11][C:10]=2[N:15]=[C:18]1[CH2:17][Cl:16])[C:2]1[CH:3]=[CH:4][CH:5]=[CH:6][CH:7]=1. Procedure details: The title compound was prepared in accordance with the general method of Example 191(C), from N1-benzylbenzene-1,2-diamine (2.93 g, 14.78 mmol) and 2-chloroacetic acid (2.10 g, 22 mmol). The crude residue was purified over silicagel chromatography (prepacked 70 g silicagel column, Cyclohexane/AcOEt: from 80/20 to 70/30 as eluent) to afford 2.34 g of 1-benzyl-2-(chloromethyl)-1H-benzo[d]imidazole (Yield: 61%) as a yellow oil.